Dataset: the Open Reaction Database (ORD), a public repository of structured organic reaction records. Task: describe an organic reaction: reactants, conditions, products, and yield Reactants: N1=CC=NC=C1 (pyrazine), CC(C=O)(C)C (trimethylacetaldehyde). The solvent is C(Cl)Cl (methylene chloride). The product is N1=C(C=NC=C1)C(C(C)(C)C)=O (1-pyrazinyl-2,2-dimethyl-1-propanone). Yield: 11.0%. RXN SMILES: [N:1]1[CH:6]=[CH:5][N:4]=[CH:3][CH:2]=1.[CH3:7][C:8]([CH3:12])([CH3:11])[CH:9]=[O:10]>C(Cl)Cl>[N:1]1[CH:6]=[CH:5][N:4]=[CH:3][C:2]=1[C:9](=[O:10])[C:8]([CH3:12])([CH3:11])[CH3:7]. Procedure: The reaction of pyrazine and trimethylacetaldehyde is conducted in the manner described in Example I on the same molar scale. Preparative thick layer chromatography (2000μ silica gel GF, developed with methylene chloride) of the crude reaction product provides an 11% yield of 1-pyrazinyl-2,2-dimethyl-1-propanone. Reactants: CC(CCCO)C1CC=C2C3=C(CCC21C)C1(C)CCC(O)C(C)(C)C1CC3, [Cl-], c1ccccc1. Yields the product CC(CCC=O)C1CC=C2C3=C(CCC21C)C1(C)CCC(O)C(C)(C)C1CC3. RXN SMILES: [CH3:1][C:2]1([CH3:28])[CH:3]2[CH2:4][CH2:5][C:6]3=[C:20]([CH2:19][CH2:18][C:17]4([CH3:27])[C:7]3=[CH:8][CH2:9][CH:10]4[CH:11]([CH2:12][CH2:13][CH2:14][OH:15])[CH3:16])[C:21]2([CH3:26])[CH2:22][CH2:23][CH:24]1[OH:25].[Cl-:29].[cH:30]1[cH:31][cH:32][cH:33][cH:34][cH:35]1>>[CH3:1][C:2]1([CH3:28])[CH:3]2[CH2:4][CH2:5][C:6]3=[C:20]([CH2:19][CH2:18][C:17]4([CH3:27])[C:7]3=[CH:8][CH2:9][CH:10]4[CH:11]([CH2:12][CH2:13][CH:14]=[O:15])[CH3:16])[C:21]2([CH3:26])[CH2:22][CH2:23][CH:24]1[OH:25].